From a dataset of the Open Reaction Database (ORD), a public repository of structured organic reaction records. describe an organic reaction: reactants, conditions, products, and yield The reactants are CCOC(=O)C1(c2ccc(-c3ccc(-c4onc(C)c4N)cc3)cc2)CC1, CC(=O)CCc1cccc(C(F)(F)F)c1. The product is CCOC(=O)C1(c2ccc(-c3ccc(-c4onc(C)c4NC(C)CCc4cccc(C(F)(F)F)c4)cc3)cc2)CC1. Reaction SMILES: [CH2:1]([CH3:2])[O:3][C:4](=[O:5])[C:6]1([c:9]2[cH:10][cH:11][c:12](-[c:15]3[cH:16][cH:17][c:18](-[c:21]4[c:22]([NH2:27])[c:23]([CH3:26])[n:24][o:25]4)[cH:19][cH:20]3)[cH:13][cH:14]2)[CH2:7][CH2:8]1.[F:28][C:29]([c:30]1[cH:31][c:32]([CH2:36][CH2:37][C:38]([CH3:39])=[O:40])[cH:33][cH:34][cH:35]1)([F:41])[F:42]>>[CH2:1]([CH3:2])[O:3][C:4](=[O:5])[C:6]1([c:9]2[cH:10][cH:11][c:12](-[c:15]3[cH:16][cH:17][c:18](-[c:21]4[c:22]([NH:27][CH:38]([CH2:37][CH2:36][c:32]5[cH:31][c:30]([C:29]([F:28])([F:41])[F:42])[cH:35][cH:34][cH:33]5)[CH3:39])[c:23]([CH3:26])[n:24][o:25]4)[cH:19][cH:20]3)[cH:13][cH:14]2)[CH2:7][CH2:8]1.